From a dataset of the Open Reaction Database (ORD), a public repository of structured organic reaction records. describe an organic reaction: reactants, conditions, products, and yield Starting materials: BrC1=Cc2ccccc2C1, [Mg+]Cc1ccccc1, CCOCC, [Cl-]. Product: C1=C(Cc2ccccc2)Cc2ccccc21. As a reaction SMILES: [Br:1][C:2]1=[CH:10][c:9]2[c:4]([cH:5][cH:6][cH:7][cH:8]2)[CH2:3]1.[CH2:12]([c:13]1[cH:14][cH:15][cH:16][cH:17][cH:18]1)[Mg+:19].[CH3:20][CH2:21][O:22][CH2:23][CH3:24].[Cl-:11]>>[C:2]1([CH2:12][c:13]2[cH:14][cH:15][cH:16][cH:17][cH:18]2)=[CH:10][c:9]2[c:4]([cH:5][cH:6][cH:7][cH:8]2)[CH2:3]1. Reactants: C([O-])([O-])=O.[Na+].[Na+] (sodium carbonate), CC(C=CB(O)O)(C)C (3,3-dimethyl-1-butenylboronic acid), C([O-])([O-])=O.[Na+].[Na+] (sodium carbonate), C(C)(=O)[O-].[NH4+] (ammonium acetate), CC(C=CB(O)O)(C)C (3,3-dimethyl-1-butenylboronic acid), solution, IC1=C(CONC(C2=C(C=CC=C2)NCC2=CC=NC=C2)=O)C=CC=C1 (N-(2-Iodo-benzyloxy)-2-[(pyridin-4-ylmethyl)-amino]-benzamide). Reagents/catalysts: [Pd].C1(=CC=CC=C1)P(C1=CC=CC=C1)C1=CC=CC=C1.C1(=CC=CC=C1)P(C1=CC=CC=C1)C1=CC=CC=C1.C1(=CC=CC=C1)P(C1=CC=CC=C1)C1=CC=CC=C1.C1(=CC=CC=C1)P(C1=CC=CC=C1)C1=CC=CC=C1 (tetrakis(triphenylphosphine) palladium), [Pd].C1(=CC=CC=C1)P(C1=CC=CC=C1)C1=CC=CC=C1.C1(=CC=CC=C1)P(C1=CC=CC=C1)C1=CC=CC=C1.C1(=CC=CC=C1)P(C1=CC=CC=C1)C1=CC=CC=C1.C1(=CC=CC=C1)P(C1=CC=CC=C1)C1=CC=CC=C1 (Tetrakis(triphenylphosphine) palladium). The solvent is C1(=CC=CC=C1)C (toluene). Conditions: temperature 120 celsius, time 10 minute. The product is CC(C=CC1=C(CONC(C2=C(C=CC=C2)NCC2=CC=NC=C2)=O)C=CC=C1)(C)C (N-[2-(3,3-Dimethyl-but-1-enyl)-benzyloxy]-2-[(pyridin-4-ylmethyl)-amino]-benzamide). Yield: 94.8%. Reaction SMILES: I[C:2]1[CH:26]=[CH:25][CH:24]=[CH:23][C:3]=1[CH2:4][O:5][NH:6][C:7](=[O:22])[C:8]1[CH:13]=[CH:12][CH:11]=[CH:10][C:9]=1[NH:14][CH2:15][C:16]1[CH:21]=[CH:20][N:19]=[CH:18][CH:17]=1.[CH3:27][C:28]([CH3:35])([CH3:34])[CH:29]=[CH:30]B(O)O.C(=O)([O-])[O-].[Na+].[Na+].C([O-])(=O)C.[NH4+]>C1(C)C=CC=CC=1.[Pd].C1(P(C2C=CC=CC=2)C2C=CC=CC=2)C=CC=CC=1.C1(P(C2C=CC=CC=2)C2C=CC=CC=2)C=CC=CC=1.C1(P(C2C=CC=CC=2)C2C=CC=CC=2)C=CC=CC=1.C1(P(C2C=CC=CC=2)C2C=CC=CC=2)C=CC=CC=1>[CH3:27][C:28]([CH3:35])([CH3:34])[CH:29]=[CH:30][C:2]1[CH:26]=[CH:25][CH:24]=[CH:23][C:3]=1[CH2:4][O:5][NH:6][C:7](=[O:22])[C:8]1[CH:13]=[CH:12][CH:11]=[CH:10][C:9]=1[NH:14][CH2:15][C:16]1[CH:21]=[CH:20][N:19]=[CH:18][CH:17]=1 |f:2.3.4,5.6,8.9.10.11.12|. Procedure details: Argon was bobbled through a mixture of N-(2-Iodo-benzyloxy)-2-[(pyridin-4-ylmethyl)-amino]-benzamide (example 360, 151 mg, 0.33 mmol) in toluene (20 ml) for 10 to 15 minutes. Tetrakis(triphenylphosphine) palladium (19 mg) was added and the mixture was stirred for 10 minutes before addition of 3,3-dimethyl-1-butenylboronic acid (Aldrich, 50 mg) and a degassed 2M solution of sodium carbonate (0.329 ml). The reaction flask (screw-cap) was sealed and the reaction mixture was heated to 120° C. for 3 ... Starting materials: Cl.C(C)N=C=NCCCN(C)C (1-ethyl-3-(3-dimethylaminopropyl)carbodiimide hydrochloride), C(CCC)OCCOC1=CC=C(C=C1)C=1C=CC2=C(C=C(CCN2C(C(F)(F)F)=O)C(=O)O)C1 (7-[4-(2-butoxyethoxy) phenyl]-1-trifluoroacetyl-2,3-dihydro-1H-1-benzazepine-4-carboxylic acid), NC1=CC(=C(C=C1)C(O)C1=NC=CC=C1)OC ((4-amino-2-methoxyphenyl)(pyridin-2-yl)methanol), ON1N=NC2=C1C=CC=C2 (1-hydroxybenzotriazole). The reagents and catalysts are CN(C1=CC=NC=C1)C (4-dimethylaminopyridine). Solvent: C(C)N(CC)CC (triethylamine), CN(C=O)C (N,N-dimethylformamide), O (water). Reaction conditions: time 8 hour. Yields the product C(CCC)OCCOC1=CC=C(C=C1)C=1C=CC2=C(C=C(CCN2C(C(F)(F)F)=O)C(=O)NC2=CC(=C(C=C2)C(C2=NC=CC=C2)O)OC)C1 (7-[4-(2-butoxyethoxy) phenyl]-N-[4-[hydroxy(pyridin-2-yl)methyl]-3-methoxyphenyl]-1-trifluoroacetyl-2,3-dihydro-1H-1-benzazepine-4-carboxamide). Yield: 77.5%. Reaction SMILES: [CH2:1]([O:5][CH2:6][CH2:7][O:8][C:9]1[CH:14]=[CH:13][C:12]([C:15]2[CH:16]=[CH:17][C:18]3[N:24]([C:25](=[O:30])[C:26]([F:29])([F:28])[F:27])[CH2:23][CH2:22][C:21]([C:31](O)=[O:32])=[CH:20][C:19]=3[CH:34]=2)=[CH:11][CH:10]=1)[CH2:2][CH2:3][CH3:4].[NH2:35][C:36]1[CH:41]=[CH:40][C:39]([CH:42]([C:44]2[CH:49]=[CH:48][CH:47]=[CH:46][N:45]=2)[OH:43])=[C:38]([O:50][CH3:51])[CH:37]=1.ON1C2C=CC=CC=2N=N1.Cl.C(N=C=NCCCN(C)C)C>CN(C)C=O.CN(C)C1C=CN=CC=1.O.C(N(CC)CC)C>[CH2:1]([O:5][CH2:6][CH2:7][O:8][C:9]1[CH:14]=[CH:13][C:12]([C:15]2[CH:16]=[CH:17][C:18]3[N:24]([C:25](=[O:30])[C:26]([F:28])([F:29])[F:27])[CH2:23][CH2:22][C:21]([C:31]([NH:35][C:36]4[CH:41]=[CH:40][C:39]([CH:42]([OH:43])[C:44]5[CH:49]=[CH:48][CH:47]=[CH:46][N:45]=5)=[C:38]([O:50][CH3:51])[CH:37]=4)=[O:32])=[CH:20][C:19]=3[CH:34]=2)=[CH:11][CH:10]=1)[CH2:2][CH2:3][CH3:4] |f:3.4|. Reported procedure: 7-[4-(2-butoxyethoxy) phenyl]-1-trifluoroacetyl-2,3-dihydro-1H-1-benzazepine-4-carboxylic acid (0.5 g), (4-amino-2-methoxyphenyl)(pyridin-2-yl)methanol (0.26 g) and 1-hydroxybenzotriazole (0.18 g) were dissolved in N,N-dimethylformamide (5 ml), and to the solution were added 1-ethyl-3-(3-dimethylaminopropyl)carbodiimide hydrochloride (0.4 g), triethylamine (0.44 ml), 4-dimethylaminopyridine (catalytic amout) under ice-cooling at room temperature, and the mixture was stirred overnight. The mixtur... Reactants: CC(C(=O)O)(C)OC1=C(C=C(C=C1)C=CC(C1=CC=C(C=C1)SCCC)=O)C (2-methyl-2-(2-methyl-4-(3-oxo-3-(4-(propylthio)phenyl)prop-1-enyl)phenoxy)propanoic acid), [I-].[Na+] (sodium iodide), Cl[Si](Cl)(Cl)Cl (tetrachlorosilane). The product is CC1=C(OC(C(=O)O)(C)C)C=CC(=C1)CCC(=O)C1=CC=C(C=C1)SCCC (2-[2-methyl-4-[3-[4-(propylthio)phenyl]-3-oxo-propyl]phenoxy]-2-methylpropanoic acid). Reaction SMILES: [CH3:1][C:2]([O:7][C:8]1[CH:13]=[CH:12][C:11]([CH:14]=[CH:15][C:16](=[O:27])[C:17]2[CH:22]=[CH:21][C:20]([S:23][CH2:24][CH2:25][CH3:26])=[CH:19][CH:18]=2)=[CH:10][C:9]=1[CH3:28])([CH3:6])[C:3]([OH:5])=[O:4].[I-].[Na+].Cl[Si](Cl)(Cl)Cl>>[CH3:28][C:9]1[CH:10]=[C:11]([CH2:14][CH2:15][C:16]([C:17]2[CH:22]=[CH:21][C:20]([S:23][CH2:24][CH2:25][CH3:26])=[CH:19][CH:18]=2)=[O:27])[CH:12]=[CH:13][C:8]=1[O:7][C:2]([CH3:6])([CH3:1])[C:3]([OH:5])=[O:4] |f:1.2|. Procedure details: This compound was prepared following the general procedure B, using 2-methyl-2-(2-methyl-4-(3-oxo-3-(4-(propylthio)phenyl)prop-1-enyl)phenoxy)propanoic acid tertiobutyl ester, and 3 equivalents amounts of sodium iodide and 3 equivalent amounts of tetrachlorosilane; Reactants: C(C=C)C1=CC(=C(C=C1)OC(CN)=O)OC (amino-acetic acid 4-allyl-2-methoxy-phenyl ester), FC(C(=O)O)(F)F (trifluoroacetic acid). Run in C(Cl)Cl (DCM). Conditions: temperature 25 celsius, time 2 hour. Yields the product FC(C(=O)O)(F)F.C(C=C)C1=CC(=C(C=C1)OC(CN)=O)OC (Amino-acetic acid 4-allyl-2-methoxy-phenyl ester Trifluoroacetate). RXN SMILES: [CH2:1]([C:4]1[CH:9]=[CH:8][C:7]([O:10][C:11](=[O:14])[CH2:12][NH2:13])=[C:6]([O:15][CH3:16])[CH:5]=1)[CH:2]=[CH2:3].[F:17][C:18]([F:23])([F:22])[C:19]([OH:21])=[O:20]>C(Cl)Cl>[F:17][C:18]([F:23])([F:22])[C:19]([OH:21])=[O:20].[CH2:1]([C:4]1[CH:9]=[CH:8][C:7]([O:10][C:11](=[O:14])[CH2:12][NH2:13])=[C:6]([O:15][CH3:16])[CH:5]=1)[CH:2]=[CH2:3] |f:3.4|. Reported procedure: To a solution of compound amino-acetic acid 4-allyl-2-methoxy-phenyl ester (0.3 g) in DCM (10 mL) was added trifluoroacetic acid (0.5 mL) drop wise at (0° C.). The mixture was allowed to stir at room temperature (25° C.) over a period of 2 h. Solvent was stripped off completely and the reaction was carried for the next step (510 mg). The reactants are C(C1=CC=CC=C1)[B-](F)(F)F.[K+] (potassium benzyltrifluoroborate), C([O-])([O-])=O.[Cs+].[Cs+] (cesium carbonate), C(C)OC(CNC(=O)C=1C(SC2=C(C=C(C=C2C1O)Cl)Br)=O)=O ([(8-Bromo-6-chloro-4-hydroxy-2-oxo-2H-thiochromene-3-carbonyl)-amino]-acetic acid ethyl ester). Reagents/catalysts: C1(=CC=CC=C1)P(C1=CC=CC=C1)(C1=CC=CC=C1)[Pd-2](P(C1=CC=CC=C1)(C1=CC=CC=C1)C1=CC=CC=C1)(Cl)Cl (bis(triphenylphosphino) palladium(II) dichloride). Run in C1CCOC1.O (THF water). The product is C(C1=CC=CC=C1)C=1C=C(C=C2C(=C(C(SC12)=O)C(=O)NCC(=O)O)O)Cl ([(8-Benzyl-6-chloro-4-hydroxy-2-oxo-2H-thiochromene-3-carbonyl)-amino]-acetic acid). Yield: 81.5%. Reaction SMILES: C([O:3][C:4](=[O:23])[CH2:5][NH:6][C:7]([C:9]1[C:10](=[O:22])[S:11][C:12]2[C:17]([C:18]=1[OH:19])=[CH:16][C:15]([Cl:20])=[CH:14][C:13]=2Br)=[O:8])C.[CH2:24]([B-](F)(F)F)[C:25]1[CH:30]=[CH:29][CH:28]=[CH:27][CH:26]=1.[K+].C(=O)([O-])[O-].[Cs+].[Cs+]>C1COCC1.O.C1(P([Pd-2](Cl)(Cl)P(C2C=CC=CC=2)(C2C=CC=CC=2)C2C=CC=CC=2)(C2C=CC=CC=2)C2C=CC=CC=2)C=CC=CC=1>[CH2:24]([C:13]1[CH:14]=[C:15]([Cl:20])[CH:16]=[C:17]2[C:12]=1[S:11][C:10](=[O:22])[C:9]([C:7]([NH:6][CH2:5][C:4]([OH:3])=[O:23])=[O:8])=[C:18]2[OH:19])[C:25]1[CH:30]=[CH:29][CH:28]=[CH:27][CH:26]=1 |f:1.2,3.4.5,6.7|. Procedure details: [(8-Bromo-6-chloro-4-hydroxy-2-oxo-2H-thiochromene-3-carbonyl)-amino]-acetic acid ethyl ester (22(d)) (500 mg, 1.2 mmol) was dissolved in THF-water (4:1; 20 mL total volume). To the solution was added potassium benzyltrifluoroborate (285 mg, 1.2 mmol), cesium carbonate (1.2 g, 3.6 mmol), and bis(triphenylphosphino) palladium(II) dichloride (168 mg, 0.24 mmol). The mixture was heated to reflux for six hours, cooled and concentrated. The residue was triturated with hot methanol (20 mL) and filtere... Reactants: C(C)(C)(C)OC(=O)N1CCC(CC1)CCC(=O)OC (1-t-butoxycarbonyl-4-(methoxycarbonylethyl)piperidine), C[Mg+].[Br-] (CH3MgBr), CCOCC (ether). Reaction conditions: time 6 hour. Yields the product OC(CC1CCNCC1)(C)C (4-(2-Hydroxy-2-methyl-1-propyl)piperidine). RXN SMILES: C(OC([N:8]1[CH2:13][CH2:12][CH:11]([CH2:14]CC(OC)=O)[CH2:10][CH2:9]1)=O)(C)(C)C.[CH3:20][Mg+].[Br-].CC[O:25][CH2:26][CH3:27]>>[OH:25][C:26]([CH3:27])([CH3:20])[CH2:14][CH:11]1[CH2:12][CH2:13][NH:8][CH2:9][CH2:10]1 |f:1.2|. Procedure: To a solution of 0.69 g (2.7 mmol) of 1-t-butoxycarbonyl-4-(methoxycarbonylethyl)piperidine (Example 22, Step 2) in 26 mL of ether at 0° C. was added dropwise 2.8 mL (8.4 mmol) of CH3MgBr (3 M in ether) and the reaction mixture was warmed slowly to rt. After stirring at rt for 6 h, the reaction was quenched by addition of 20 mL of sat'd NH4Cl solution and the mixture was stirred overnight. The mixture was extracted with ethyl acetate. The combined organic fractions were washed with sat'd NaCl so...